This data is from the Open Reaction Database (ORD), a public repository of structured organic reaction records. The task is: describe an organic reaction: reactants, conditions, products, and yield The reactants are CCCCc1nc2ccc(N(CC)C(=O)NC3CCCCC3)cc2n1Cc1ccc(-c2ccccc2C(=O)OC(C)(C)C)cc1, O=C(O)C(F)(F)F. The product is CCCCc1nc2ccc(N(CC)C(=O)NC3CCCCC3)cc2n1Cc1ccc(-c2ccccc2C(=O)O)cc1. As a reaction SMILES: [CH2:1]([CH2:2][CH2:3][CH3:4])[c:5]1[n:6][c:7]2[c:8]([n:9]1[CH2:10][c:11]1[cH:12][cH:13][c:14](-[c:17]3[c:18]([C:23](=[O:24])[O:25][C:26]([CH3:27])([CH3:28])[CH3:29])[cH:19][cH:20][cH:21][cH:22]3)[cH:15][cH:16]1)[cH:30][c:31]([N:34]([C:35](=[O:36])[NH:37][CH:38]1[CH2:39][CH2:40][CH2:41][CH2:42][CH2:43]1)[CH2:44][CH3:45])[cH:32][cH:33]2.[OH:46][C:47]([C:48]([F:49])([F:50])[F:51])=[O:52]>>[CH2:1]([CH2:2][CH2:3][CH3:4])[c:5]1[n:6][c:7]2[c:8]([n:9]1[CH2:10][c:11]1[cH:12][cH:13][c:14](-[c:17]3[c:18]([C:23](=[O:24])[OH:25])[cH:19][cH:20][cH:21][cH:22]3)[cH:15][cH:16]1)[cH:30][c:31]([N:34]([C:35](=[O:36])[NH:37][CH:38]1[CH2:39][CH2:40][CH2:41][CH2:42][CH2:43]1)[CH2:44][CH3:45])[cH:32][cH:33]2. The reactants are CCOC(=O)CC(C)=O, C=CC#N, N#N. The product is CCOC(=O)C(CCC#N)C(C)=O. Reaction SMILES: [C:3]([CH2:4][C:5](=[O:6])[CH3:7])(=[O:8])[O:9][CH2:10][CH3:11].[CH2:12]=[CH:13][C:14]#[N:15].[N:1]#[N:2]>>[C:3]([CH:4]([C:5](=[O:6])[CH3:7])[CH2:12][CH2:13][C:14]#[N:15])(=[O:8])[O:9][CH2:10][CH3:11].